From a dataset of the Open Reaction Database (ORD), a public repository of structured organic reaction records. describe an organic reaction: reactants, conditions, products, and yield Solvent: O (water). RXN SMILES: C1(=O)[N:5]([CH2:6][CH2:7][CH2:8][O:9][CH:10]([P:19](=[O:26])([O:23]CC)[O:20]CC)[P:11](=[O:18])([O:15]CC)[O:12]CC)C(=O)C2=CC=CC=C12.Cl>O>[NH2:5][CH2:6][CH2:7][CH2:8][O:9][CH:10]([P:19](=[O:20])([OH:23])[OH:26])[P:11](=[O:12])([OH:15])[OH:18]. The product is NCCCOC(P(O)(O)=O)P(O)(O)=O ((3-Aminopropoxymethylene)-bisphosphonic acid). The reactants are C1(C=2C(C(N1CCCOC(P(OCC)(OCC)=O)P(OCC)(OCC)=O)=O)=CC=CC2)=O (tetraethyl (3-(phthalimido)-propoxymethylene)-bisphosphonate), Cl (hydrochloric acid). Procedure: A mixture of tetraethyl (3-(phthalimido)-propoxymethylene)-bisphosphonate (4.4 g) and 6N hydrochloric acid (25 ml) was refluxed overnight. After cooling, the mixture was diluted with water and extracted twice with ether. The aqueous phase was evaporated to dryness, and the residue was stirred with absolute ethanol. The title compound was isolated by filtration and dried in vacuo. Starting materials: C(C1=CC=CC=C1)(C1=CC=CC=C1)OC=1C2=C(C(=C3C=CC=NC13)C1=CC=C(C=C1)OCC)CN(C2=O)CC2=CC=C(C=C2)F (9-benzhydryloxy-5-(4-ethoxy-phenyl)-7-(4-fluoro-benzyl)-6,7-dihydro-pyrrolo[3,4-g]quinolin-8-one), FC(C(=O)O)(F)F (trifluoroacetic acid), C(C)[SiH](CC)CC (triethylsilane). Run in ClCCl (dichloromethane). Conditions: time 0.5 hour. The product is C(C)OC1=CC=C(C=C1)C1=C2C=CC=NC2=C(C2=C1CN(C2=O)CC2=CC=C(C=C2)F)O (5-(4-ethoxy-phenyl)-7-(4-fluoro-benzyl)-9-hydroxy-6,7-dihydro-pyrrolo[3,4-g]quinolin-8-one), C(=O)(C(F)(F)F)O (TFA). Isolated yield 25.0%. Reaction SMILES: C([O:14][C:15]1[C:16]2[C:36](=[O:37])[N:35]([CH2:38][C:39]3[CH:44]=[CH:43][C:42]([F:45])=[CH:41][CH:40]=3)[CH2:34][C:17]=2[C:18]([C:25]2[CH:30]=[CH:29][C:28]([O:31][CH2:32][CH3:33])=[CH:27][CH:26]=2)=[C:19]2[C:24]=1[N:23]=[CH:22][CH:21]=[CH:20]2)(C1C=CC=CC=1)C1C=CC=CC=1.[F:46][C:47]([F:52])([F:51])[C:48]([OH:50])=[O:49].C([SiH](CC)CC)C>ClCCl>[CH2:32]([O:31][C:28]1[CH:27]=[CH:26][C:25]([C:18]2[C:17]3[CH2:34][N:35]([CH2:38][C:39]4[CH:40]=[CH:41][C:42]([F:45])=[CH:43][CH:44]=4)[C:36](=[O:37])[C:16]=3[C:15]([OH:14])=[C:24]3[C:19]=2[CH:20]=[CH:21][CH:22]=[N:23]3)=[CH:30][CH:29]=1)[CH3:33].[C:48]([OH:50])([C:47]([F:52])([F:51])[F:46])=[O:49]. Procedure: To a solution of 9-benzhydryloxy-5-(4-ethoxy-phenyl)-7-(4-fluoro-benzyl)-6,7-dihydro-pyrrolo[3,4-g]quinolin-8-one 275 (8 mg, 0.013 mmol) dissolved in dichloromethane (1 mL) was added trifluoroacetic acid (100 μl) and triethylsilane (200 μl). The reaction mixture was stirred at room temperature for ½ hours under an inert atmosphere then concentrated in vacuo. The residue was triturated with diethyl ether/hexane (1/1) to afford 5-(4-ethoxy-phenyl)-7-(4-fluoro-benzyl)-9-hydroxy-6,7-dihydro-pyrrolo[...